Dataset: the Open Reaction Database (ORD), a public repository of structured organic reaction records. Task: describe an organic reaction: reactants, conditions, products, and yield The reactants are ClC1=NC(=C(N=C1Cl)C1=CC=CC=C1)C1=CC=CC=C1 (2,3-Dichloro-5,6-diphenylpyrazine), C(C)N (ethylamine). Solvent: O (water), CN(C=O)C (DMF), CN(C=O)C (dimethylformamide). Conditions: time 6 hour. The product is ClC1=NC(=C(N=C1NCC)C1=CC=CC=C1)C1=CC=CC=C1 (2-Chloro-3-ethylamino-5,6-diphenylpyrazine). RXN SMILES: Cl[C:2]1[C:7]([Cl:8])=[N:6][C:5]([C:9]2[CH:14]=[CH:13][CH:12]=[CH:11][CH:10]=2)=[C:4]([C:15]2[CH:20]=[CH:19][CH:18]=[CH:17][CH:16]=2)[N:3]=1.[CH2:21]([NH2:23])[CH3:22]>CN(C)C=O.O>[Cl:8][C:7]1[C:2]([NH:23][CH2:21][CH3:22])=[N:3][C:4]([C:15]2[CH:20]=[CH:19][CH:18]=[CH:17][CH:16]=2)=[C:5]([C:9]2[CH:14]=[CH:13][CH:12]=[CH:11][CH:10]=2)[N:6]=1. Reported procedure: 2,3-Dichloro-5,6-diphenylpyrazine (2.00 g, 0.0066 moles), is suspended in dimethylformamide (DMF) (12 ml) and treated with a solution of ethylamine (70% in water) (3.5 ml) in DMF (6 ml) and the mixture is warmed at 40°-45° C for 30 minutes then allowed to stand at room temperature for 6 hours. The solution is diluted with water (80 ml) and after standing overnight the solid is filtered off, washed with water and dissolved in hot ethyl alcohol, filtered, concentrated and cooled to yield 1.19 g of... Reactants: C(C)(C)(C)OC(NCC(NC(C(NC=1C=C2C=NNC2=CC1)=O)C1=CC(=CC=C1)Cl)=O)=O (({[(3-chloro-phenyl)-(1H-indazol-5-ylcarbamoyl)-methyl]-carbamoyl}-methyl)-carbamic acid tert-butyl ester), FC(C(=O)O)(F)F (trifluoroacetic acid). Solvent: ClCCl (dichloromethane). Run at time 1 hour. The product is NCC(=O)NC(C(=O)NC=1C=C2C=NNC2=CC1)C1=CC(=CC=C1)Cl (2-(2-Amino-acetylamino)-2-(3-chloro-phenyl)-N-(1H-indazol-5-yl)-acetamide). Isolated yield 27.9%. RXN SMILES: C(OC(=O)[NH:7][CH2:8][C:9](=[O:31])[NH:10][CH:11]([C:24]1[CH:29]=[CH:28][CH:27]=[C:26]([Cl:30])[CH:25]=1)[C:12](=[O:23])[NH:13][C:14]1[CH:15]=[C:16]2[C:20](=[CH:21][CH:22]=1)[NH:19][N:18]=[CH:17]2)(C)(C)C.FC(F)(F)C(O)=O>ClCCl>[NH2:7][CH2:8][C:9]([NH:10][CH:11]([C:24]1[CH:29]=[CH:28][CH:27]=[C:26]([Cl:30])[CH:25]=1)[C:12]([NH:13][C:14]1[CH:15]=[C:16]2[C:20](=[CH:21][CH:22]=1)[NH:19][N:18]=[CH:17]2)=[O:23])=[O:31]. Procedure details: To a solution of ({[(3-chloro-phenyl)-(1H-indazol-5-ylcarbamoyl)-methyl]-carbamoyl}-methyl)-carbamic acid tert-butyl ester (0.09 mmol) in dichloromethane (2.5 mL) at 0° C. was added trifluoroacetic acid (2.5 mL) and the reaction mixture was stirred for 1 hour. The reaction mixture was concentrated in vacuo to afford compound the title compound (9 mg, 24%). 1H NMR (400 MHz, DMSO-d6) δ 3.8(2H, m), 5.8(1H, m), 7.4–7.7(5H, m), 7.9–8.2(4H, m), 9.3–9.4(1H, m), 10.6 (1H, s), 13.0(1H, br s); MS (ES+): m... Reactants: ClC1=C(C(=O)OC)C=CC(=C1)C#CC1CC1 (methyl 2-chloro-4-(2-cyclopropylethynyl)benzoate), [OH-].[Na+] (NaOH), C1CCOC1 (THF). Run in CO (MeOH). Run at time 5 hour. The product is ClC1=C(C(=O)O)C=CC(=C1)C#CC1CC1 (2-Chloro-4-(2-cyclopropylethynyl)benzoic acid). The yield is 94.1%. As a reaction SMILES: [Cl:1][C:2]1[CH:11]=[C:10]([C:12]#[C:13][CH:14]2[CH2:16][CH2:15]2)[CH:9]=[CH:8][C:3]=1[C:4]([O:6]C)=[O:5].[OH-].[Na+].C1COCC1>CO>[Cl:1][C:2]1[CH:11]=[C:10]([C:12]#[C:13][CH:14]2[CH2:16][CH2:15]2)[CH:9]=[CH:8][C:3]=1[C:4]([OH:6])=[O:5] |f:1.2|. Procedure details: A mixture of methyl 2-chloro-4-(2-cyclopropylethynyl)benzoate (310 mg, 0.0013 mol), 2N aq. NaOH (3.0 mL), THF (5 mL), and MeOH (5 mL) was stirred at rt for 5 h. The mixture was concentrated under vacuum and the residue was treated with water and acidified with 1N HCl to pH 2-3, and extracted with EtOAc. The organic layer was washed with brine, dried (Na2SO4), filtered and concentrated under vacuum to give the product (270 mg, 93%) as a yellow solid. LC-MS: 3.18 min, 218.9 & 220.9 (M−1). The reactants are Fc1ccc(Br)cc1, CN(C)C=O, [H-], [Na+], CC(C)(C)OC(=O)N1CCC(O)CC1. The product is CC(C)(C)OC(=O)N1CCC(Oc2ccc(Br)cc2)CC1. Reaction SMILES: [Br:15][c:16]1[cH:17][cH:18][c:19]([F:22])[cH:20][cH:21]1.[CH3:25][N:26]([CH3:27])[CH:28]=[O:29].[H-:23].[Na+:24].[OH:1][CH:2]1[CH2:3][CH2:4][N:5]([C:8](=[O:9])[O:10][C:11]([CH3:12])([CH3:13])[CH3:14])[CH2:6][CH2:7]1>>[O:1]([CH:2]1[CH2:3][CH2:4][N:5]([C:8](=[O:9])[O:10][C:11]([CH3:12])([CH3:13])[CH3:14])[CH2:6][CH2:7]1)[c:19]1[cH:18][cH:17][c:16]([Br:15])[cH:21][cH:20]1. Starting materials: COC=1C=C(C2=C(CCN(CC2)C)C1)SC (8-methoxy-3-methyl-6-methylthio-2,3,4,5-tetrahydro-1H-3-benzazepine), Cl.COC=1C=C(C2=C(CCN(CC2)C)C1)S(=O)(=O)C (8-methoxy-3-methyl-6-methylsulfonyl-2,3,4,5-tetrahydro-1H-3-benzazepine hydrochloride), Br (hydrobromic acid). The product is Br.OC=1C=C(C2=C(CCN(CC2)C)C1)S(=O)(=O)C (8-hydroxy-3-methyl-6-methylsulfonyl-2,3,4,5-tetrahydro-1H-3-benzazepine hydrobromide). As a reaction SMILES: COC1C=C(SC)C2CCN(C)CCC=2C=1.Cl.C[O:19][C:20]1[CH:21]=[C:22]([S:32]([CH3:35])(=[O:34])=[O:33])[C:23]2[CH2:29][CH2:28][N:27]([CH3:30])[CH2:26][CH2:25][C:24]=2[CH:31]=1.[BrH:36]>>[BrH:36].[OH:19][C:20]1[CH:21]=[C:22]([S:32]([CH3:35])(=[O:34])=[O:33])[C:23]2[CH2:29][CH2:28][N:27]([CH3:30])[CH2:26][CH2:25][C:24]=2[CH:31]=1 |f:1.2,4.5|. Procedure details: Following the procedure of Example 4, 8-methoxy-3-methyl-6-methylthio-2,3,4,5-tetrahydro-1H-3-benzazepine is converted to 8-methoxy-3-methyl-6-methylsulfonyl-2,3,4,5-tetrahydro-1H-3-benzazepine hydrochloride which is treated with hydrobromic acid to give 8-hydroxy-3-methyl-6-methylsulfonyl-2,3,4,5-tetrahydro-1H-3-benzazepine hydrobromide.